Dataset: the Open Reaction Database (ORD), a public repository of structured organic reaction records. Task: describe an organic reaction: reactants, conditions, products, and yield Starting materials: FC1=CC=C(C=C1)SC=C(C(=O)NC1=CC=C(C=C1)C)CCCO (2-{[(4-fluorophenyl)sulphanyl]methylene}-5-hydroxy-N-(4-methylphenyl)-pentanamide), P(Cl)(Cl)(Cl)(Cl)Cl (phosphorus pentachloride), CN (methanamine). Reagents/catalysts: CN(C)C=1C=CN=CC1 (DMAP). Run in ClCCl (dichloromethane), O (water), C1CCOC1 (THF). Reaction conditions: time 12 hour. Product: FC1=CC=C(C=C1)SC=C1C(N(CCC1)C)=NC1=CC=C(C=C1)C (N-(3-{[(4-fluorophenyl)sulphanyl]methylene}-1-methylpiperidin-2-ylidene)-4-methylaniline). Reaction SMILES: [F:1][C:2]1[CH:7]=[CH:6][C:5]([S:8][CH:9]=[C:10]([CH2:21][CH2:22][CH2:23]O)[C:11]([NH:13][C:14]2[CH:19]=[CH:18][C:17]([CH3:20])=[CH:16][CH:15]=2)=O)=[CH:4][CH:3]=1.P(Cl)(Cl)(Cl)(Cl)Cl.[CH3:31][NH2:32]>ClCCl.CN(C1C=CN=CC=1)C.C1COCC1.O>[F:1][C:2]1[CH:7]=[CH:6][C:5]([S:8][CH:9]=[C:10]2[CH2:21][CH2:22][CH2:23][N:32]([CH3:31])[C:11]2=[N:13][C:14]2[CH:19]=[CH:18][C:17]([CH3:20])=[CH:16][CH:15]=2)=[CH:4][CH:3]=1. Procedure: 687 mg (1.99 mmol) of 2-{[(4-fluorophenyl)sulphanyl]methylene}-5-hydroxy-N-(4-methylphenyl)-pentanamide (prepared by the method described in WO 2010/070910) are dissolved in 25 ml of dichloromethane, and 828 mg (3.98 mmol) of phosphorus pentachloride are added. After 12 h of stirring at room temperature, all volatile components are removed under reduced pressure and the residue is suspended in 9 ml of triethylamine. 36.4 mg (0.297 mmol) of DMAP and 4.97 ml of 2M methanamine in THF are added to t... Reactants: CC(=O)OC(C)=O, [Na+], C1COCCO1, O, O=C([O-])O, OCCc1cccc(O)c1. Product: CC(=O)Oc1cccc(CCO)c1. Reaction SMILES: [CH3:16][C:17](=[O:18])[O:19][C:20](=[O:21])[CH3:22].[Na+:11].[O:23]1[CH2:24][CH2:25][O:26][CH2:27][CH2:28]1.[OH2:29].[OH:12][C:13](=[O:14])[O-:15].[OH:1][c:2]1[cH:3][c:4]([CH2:8][CH2:9][OH:10])[cH:5][cH:6][cH:7]1>>[O:1]([c:2]1[cH:3][c:4]([CH2:8][CH2:9][OH:10])[cH:5][cH:6][cH:7]1)[C:17]([CH3:16])=[O:18]. Yield: 10.0%. Run at time 20 hour. RXN SMILES: [CH2:1]([C:5]1[N:14]([CH2:15][C:16]2[CH:21]=[CH:20][C:19]([O:22][CH:23]([C:30]([O:32]C)=[O:31])[C:24]3[CH:29]=[CH:28][CH:27]=[CH:26][CH:25]=3)=[C:18]([CH2:34][CH2:35][CH3:36])[CH:17]=2)[C:13](=[O:37])[C:12]2[C:7](=[CH:8][CH:9]=[C:10]([CH3:38])[CH:11]=2)[N:6]=1)[CH2:2][CH2:3][CH3:4].[OH-].[Na+].Cl>CO.O>[CH2:1]([C:5]1[N:14]([CH2:15][C:16]2[CH:21]=[CH:20][C:19]([O:22][CH:23]([C:30]([OH:32])=[O:31])[C:24]3[CH:25]=[CH:26][CH:27]=[CH:28][CH:29]=3)=[C:18]([CH2:34][CH2:35][CH3:36])[CH:17]=2)[C:13](=[O:37])[C:12]2[C:7](=[CH:8][CH:9]=[C:10]([CH3:38])[CH:11]=2)[N:6]=1)[CH2:2][CH2:3][CH3:4] |f:1.2|. Procedure details: To a solution the product of Example 3, Step A (11 mg; 0.22 mmol) in MeOH (2 mL) was added NaOH (1.5 eq, 2.0N) and a few drops of water. After stirring for 20 hours at room temperature, the reaction mixture was concentrated in vacuo, dissolved in water/THF, treated with HCl (5 eq) for 30 minutes at room temperature, concentrated in vacuo, and chromatographed on a Sephadex LH-20 column eluting with MeOH to afford 11 mg (99%) of the title compound. Run in CO (MeOH). Reagents/catalysts: O (water). Yields the product C(CCC)C1=NC2=CC=C(C=C2C(N1CC1=CC(=C(C=C1)OC(C1=CC=CC=C1)C(=O)O)CCC)=O)C (2-Butyl-3-[4-[(1-carboxy)(1-phenyl)methoxy]-3-propylphenyl]methyl-6-methylquinazolin-4(3H)-one). Reactants: Cl (HCl), C(CCC)C1=NC2=CC=C(C=C2C(N1CC1=CC(=C(C=C1)OC(C1=CC=CC=C1)C(=O)OC)CCC)=O)C (2-Butyl-3-[4-[(1-carbomethoxy) (1-phenyl)methoxy]-3-propylphenyl]methyl-6-methylquinazolin-4(3H)-one), [OH-].[Na+] (NaOH).